Dataset: the Open Reaction Database (ORD), a public repository of structured organic reaction records. Task: describe an organic reaction: reactants, conditions, products, and yield Procedure: Heating a mixture of 1-(4-chlorobenzyl)piperazine (6.2 g; 0.03 mole) and 8-allyl-4-benzyloxy-7-(2,3-epoxypropyloxy) coumarin (9.47 g; 0.026 mole) in ethanol (50 ml) to reflux for 2 hr and work-up as in Example 2(b) gave 7.85 g (52%) of the title compound of m.p. 155°-157° C., νmax (mull) 3320, 1675, 1615, 1605, 1565 cm-1 ; (Found; C, 69.04; H, 6.20; N, 4.67; Cl, 6.12; C33H35O5N2Cl requires; C, 68.92; H, 6.13; N, 4.87; Cl, 6.17%). Starting materials: ClC1=CC=C(CN2CCNCC2)C=C1 (1-(4-chlorobenzyl)piperazine), C(C=C)C=1C(=CC=C2C(=CC(OC12)=O)OCC1=CC=CC=C1)OCC1CO1 (8-allyl-4-benzyloxy-7-(2,3-epoxypropyloxy) coumarin). Solvent: C(C)O (ethanol). Yield: 52.5%. As a reaction SMILES: [Cl:1][C:2]1[CH:14]=[CH:13][C:5]([CH2:6][N:7]2[CH2:12][CH2:11][NH:10][CH2:9][CH2:8]2)=[CH:4][CH:3]=1.[CH2:15]([C:18]1[C:19]([O:37][CH2:38][CH:39]2[O:41][CH2:40]2)=[CH:20][CH:21]=[C:22]2[C:27]=1[O:26][C:25](=[O:28])[CH:24]=[C:23]2[O:29][CH2:30][C:31]1[CH:36]=[CH:35][CH:34]=[CH:33][CH:32]=1)[CH:16]=[CH2:17]>C(O)C>[CH2:15]([C:18]1[C:19]([O:37][CH2:38][CH:39]([OH:41])[CH2:40][N:10]2[CH2:11][CH2:12][N:7]([CH2:6][C:5]3[CH:13]=[CH:14][C:2]([Cl:1])=[CH:3][CH:4]=3)[CH2:8][CH2:9]2)=[CH:20][CH:21]=[C:22]2[C:27]=1[O:26][C:25](=[O:28])[CH:24]=[C:23]2[O:29][CH2:30][C:31]1[CH:32]=[CH:33][CH:34]=[CH:35][CH:36]=1)[CH:16]=[CH2:17]. Product: C(C=C)C=1C(=CC=C2C(=CC(OC12)=O)OCC1=CC=CC=C1)OCC(CN1CCN(CC1)CC1=CC=C(C=C1)Cl)O (1-[3-(8-Allyl-4-benzyloxycoumarin-7-yloxy)-2-hydroxypropyl]-4-(4-chlorobenzyl)piperazine).